This data is from the Open Reaction Database (ORD), a public repository of structured organic reaction records. The task is: describe an organic reaction: reactants, conditions, products, and yield The reactants are C(=O)(OC(C)(C)C)N[C@@H](CC1=CC=CC=C1)C(=O)O (Boc-L-phenylalanine), CN1CCOCC1 (N-methylmorpholine), NC12CC3(CC(CC(C1)C3)C2)CO (3-amino-1-adamantanemethanol), C(C(C)C)OC(=O)Cl (isobutylchloroformate). Run in CN(C=O)C (dimethylformamide). Conditions: temperature -40 celsius, time 8 hour. Product: C(=O)(OC(C)(C)C)N[C@@H](CC1=CC=CC=C1)C(=O)C1C2(CC3CC(CC1(C3)N)C2)CO (Boc-L-phenylalanyl-3-amino-adamantanemethanol). As a reaction SMILES: [C:1]([NH:8][C@H:9]([C:17]([OH:19])=O)[CH2:10][C:11]1[CH:16]=[CH:15][CH:14]=[CH:13][CH:12]=1)([O:3][C:4]([CH3:7])([CH3:6])[CH3:5])=[O:2].CN1CCOCC1.C(OC(Cl)=O)C(C)C.[NH2:35][C:36]12[CH2:45][CH:40]3[CH2:41][CH:42]([CH2:44][C:38]([CH2:46][OH:47])([CH2:39]3)[CH2:37]1)[CH2:43]2>CN(C)C=O>[C:1]([NH:8][C@H:9]([C:17]([CH:37]1[C:36]2([NH2:35])[CH2:45][CH:40]3[CH2:41][CH:42]([CH2:44][C:38]1([CH2:46][OH:47])[CH2:39]3)[CH2:43]2)=[O:19])[CH2:10][C:11]1[CH:12]=[CH:13][CH:14]=[CH:15][CH:16]=1)([O:3][C:4]([CH3:5])([CH3:6])[CH3:7])=[O:2]. Procedure: To a solution of 1.83 g of Boc-L-phenylalanine in 15 ml of dimethylformamide is added 0.76 of N-methylmorpholine. The reaction mixture is cooled to -40° C. and 0.90 ml of isobutylchloroformate is added with stirring. The reaction mixture is stirred for 15 minutes at a temperature below -10° C. then 1.04 g of 3-amino-1-adamantanemethanol is added. The reaction mixture is stirred for 15 minutes at -20° C. then stored overnight at 5° C. The dimethylformamide is removed under reduced pressure and th... Yields the product C(C1=CC=CC=C1)N1N=C(C=2C1=NN=C(C2Cl)C2=CC=CC=C2)C2=CC=CC=C2 (1-Benzyl-4-chloro-3,5-diphenyl-1H-pyrazolo[3,4-c]pyridazine). Conditions: time 16 hour. Reported procedure: Compound 31 was synthesised following similar procedures outlined in Example 31 (Compound 18), using benzyl hydrazine dihydrochloride instead of ethyl hydrazine in Step 3. As a slightly modified procedure, Step 3 was performed at 50° C. for 16 h. The crude residue was purified by column chromatography (silica gel, gradient 5 to 10% ethyl acetate/isohexane), followed by preparative HPLC, yielding Compound 31 as a solid. Reaction SMILES: [Cl:1][C:2]1[C:7]([C:8]2[CH:13]=[CH:12][CH:11]=[CH:10][CH:9]=2)=[N:6][N:5]=[C:4]2[N:14]([CH2:23][CH3:24])[N:15]=[C:16]([C:17]3[CH:22]=[CH:21][CH:20]=[CH:19][CH:18]=3)[C:3]=12.Cl.Cl.C(NN)[C:28]1[CH:33]=[CH:32]C=[CH:30][CH:29]=1>>[CH2:23]([N:14]1[C:4]2=[N:5][N:6]=[C:7]([C:8]3[CH:9]=[CH:10][CH:11]=[CH:12][CH:13]=3)[C:2]([Cl:1])=[C:3]2[C:16]([C:17]2[CH:18]=[CH:19][CH:20]=[CH:21][CH:22]=2)=[N:15]1)[C:24]1[CH:32]=[CH:33][CH:28]=[CH:29][CH:30]=1 |f:1.2.3|. Starting materials: ClC1=C2C(=NN=C1C1=CC=CC=C1)N(N=C2C2=CC=CC=C2)CC (4-Chloro-1-ethyl-3,5-diphenyl-1H-pyrazolo[3,4-c]pyridazine), Cl.Cl.C(C1=CC=CC=C1)NN (benzyl hydrazine dihydrochloride). The reactants are C1(CC1)NC1=CC=NC=C1C#N (4-cyclopropylamino-nicotinonitrile), BrCC(=O)OC (methyl bromoacetate), [H-].[Na+] (sodium hydride), [H][H] (hydrogen). Reaction conditions: time 16 hour. Product: COC(=O)C1=C(C=2C=NC=CC2N1C1CC1)N (3-Amino-1-cyclopropyl-1H-pyrrolo[3,2-c]pyridine-2-carboxylic acid methyl ester). The yield is 50.3%. RXN SMILES: [CH:1]1([NH:4][C:5]2[C:10]([C:11]#[N:12])=[CH:9][N:8]=[CH:7][CH:6]=2)[CH2:3][CH2:2]1.Br[CH2:14][C:15]([O:17][CH3:18])=[O:16].[H-].[Na+].[H][H]>>[CH3:18][O:17][C:15]([C:14]1[N:4]([CH:1]2[CH2:2][CH2:3]2)[C:5]2[CH:6]=[CH:7][N:8]=[CH:9][C:10]=2[C:11]=1[NH2:12])=[O:16] |f:2.3|. Reported procedure: To a stirred solution of 4-cyclopropylamino-nicotinonitrile (2.15 g, 13.51 mmol) and methyl bromoacetate (1.53 mL, 16.21 mmol, 1.2 eq) at 0° C. was added sodium hydride (60% in mineral oil: 1.35 g, 33.78 mmol, 2.5 eq) portion wise over 15 min. After the evolution of hydrogen gas had subsided, the reaction mixture was warmed to ambient temperature and stirred under N2 for 16 h. The reaction mixture was quenched with saturated NH4Cl solution (10 mL) and poured into EtOAc. The biphasic layers were ... Starting materials: CN(C1=CC=C(C=C1)C=1C=CC2=C(C=C(CCO2)C(=O)O)C1)C (7-(4-dimethylaminophenyl)-2,3-dihydro-1-benzoxepine-4-carboxylic acid), NC1=CC=C(CP2(CCCCC2)=O)C=C1 (1-(4-aminobenzyl)phosphorinane-1-oxide), ON1N=NC2=C1C=CC=C2 (1-hydroxybenzotriazole), Cl.C(C)N=C=NCCCN(C)C (1-ethyl-3-(3-dimethylaminopropyl)carbodiimide hydrochloride). Reagents/catalysts: CN(C1=CC=NC=C1)C (4-dimethylaminopyridine). Solvent: CN(C=O)C (dimethylformamide), C(C)N(CC)CC (triethylamine). Yields the product CN(C1=CC=C(C=C1)C=1C=CC2=C(C=C(CCO2)C(=O)NC2=CC=C(C=C2)CP2(CCCCC2)=O)C1)C (7-(4-dimethylaminophenyl)-N-(4-((1-oxophosphorinan-1-yl)methyl)phenyl)-2,3-dihydro-1-benzoxepine-4-carboxamide). The yield is 72.1%. Reaction SMILES: [CH3:1][N:2]([CH3:23])[C:3]1[CH:8]=[CH:7][C:6]([C:9]2[CH:10]=[CH:11][C:12]3[O:18][CH2:17][CH2:16][C:15]([C:19](O)=[O:20])=[CH:14][C:13]=3[CH:22]=2)=[CH:5][CH:4]=1.[NH2:24][C:25]1[CH:38]=[CH:37][C:28]([CH2:29][P:30]2(=[O:36])[CH2:35][CH2:34][CH2:33][CH2:32][CH2:31]2)=[CH:27][CH:26]=1.ON1C2C=CC=CC=2N=N1.Cl.C(N=C=NCCCN(C)C)C>CN(C)C=O.CN(C)C1C=CN=CC=1.C(N(CC)CC)C>[CH3:1][N:2]([CH3:23])[C:3]1[CH:4]=[CH:5][C:6]([C:9]2[CH:10]=[CH:11][C:12]3[O:18][CH2:17][CH2:16][C:15]([C:19]([NH:24][C:25]4[CH:26]=[CH:27][C:28]([CH2:29][P:30]5(=[O:36])[CH2:31][CH2:32][CH2:33][CH2:34][CH2:35]5)=[CH:37][CH:38]=4)=[O:20])=[CH:14][C:13]=3[CH:22]=2)=[CH:7][CH:8]=1 |f:3.4|. Procedure: To a solution of 7-(4-dimethylaminophenyl)-2,3-dihydro-1-benzoxepine-4-carboxylic acid (0.1 g), 1-(4-aminobenzyl)phosphorinane-1-oxide (0.08 g) and 1-hydroxybenzotriazole (0.05 g) in dimethylformamide (7 ml) was added 1-ethyl-3-(3-dimethylaminopropyl)carbodiimide hydrochloride (0.1 g) under ice-cooling. Under nitrogen atmosphere, the mixture was warmed to room temperature. To the mixture were added 4-dimethylaminopyridine (catalytic amount) and triethylamine (0.15 ml), and the mixture was stirre... Reactants: C1(=CC=CC=C1)N1N=C(C=C1C1=CC=CC=C1)CCC=O (3-(1,5-diphenyl-1H-pyrazol-3-yl)propanal), [BH-](OC(=O)C)(OC(=O)C)OC(=O)C.[Na+] (NaBH(OAc)3), ClC=1C=C(C=CC1Cl)N1CCNCC1 (1-(3,4-dichlorophenyl)piperazine), CCN(C(C)C)C(C)C (DIPEA). Product: ClC=1C=C(C=CC1Cl)N1CCN(CC1)CCCC1=NN(C(=C1)C1=CC=CC=C1)C1=CC=CC=C1 (1-(3,4-dichlorophenyl)-4-(3-(1,5-diphenyl-1H-pyrazol-3-yl)propyl)piperazine). As a reaction SMILES: [C:1]1([N:7]2[C:11]([C:12]3[CH:17]=[CH:16][CH:15]=[CH:14][CH:13]=3)=[CH:10][C:9]([CH2:18][CH2:19][CH:20]=O)=[N:8]2)[CH:6]=[CH:5][CH:4]=[CH:3][CH:2]=1.[Cl:22][C:23]1[CH:24]=[C:25]([N:30]2[CH2:35][CH2:34][NH:33][CH2:32][CH2:31]2)[CH:26]=[CH:27][C:28]=1[Cl:29].CCN(C(C)C)C(C)C.[BH-](OC(C)=O)(OC(C)=O)OC(C)=O.[Na+]>>[Cl:22][C:23]1[CH:24]=[C:25]([N:30]2[CH2:35][CH2:34][N:33]([CH2:20][CH2:19][CH2:18][C:9]3[CH:10]=[C:11]([C:12]4[CH:17]=[CH:16][CH:15]=[CH:14][CH:13]=4)[N:7]([C:1]4[CH:6]=[CH:5][CH:4]=[CH:3][CH:2]=4)[N:8]=3)[CH2:32][CH2:31]2)[CH:26]=[CH:27][C:28]=1[Cl:29] |f:3.4|. Reported procedure: 110 mg (72%) of target compound was obtained by using a method same as in Example 1 by using 3-(1,5-diphenyl-1H-pyrazol-3-yl)propanal (80 mg, 0.289 mmol), 1-(3,4-dichlorophenyl)piperazine (67 mg, 0.289 mmol), DIPEA (0.076 mL, 0.434 mmol) and NaBH(OAc)3 (184 mg, 0.868 mmol).